From a dataset of the Open Reaction Database (ORD), a public repository of structured organic reaction records. describe an organic reaction: reactants, conditions, products, and yield Starting materials: C1(=CC=CC=C1)O (phenol), C(C)[Al](CC)CC (triethyl aluminum). The product is [O-]C1=CC=CC=C1.[O-]C1=CC=CC=C1.[O-]C1=CC=CC=C1.[Al+3] (aluminum triphenoxide). RXN SMILES: [C:1]1([OH:7])[CH:6]=[CH:5][CH:4]=[CH:3][CH:2]=1.C([Al:10](CC)CC)C>>[O-:7][C:1]1[CH:6]=[CH:5][CH:4]=[CH:3][CH:2]=1.[O-:7][C:1]1[CH:6]=[CH:5][CH:4]=[CH:3][CH:2]=1.[O-:7][C:1]1[CH:6]=[CH:5][CH:4]=[CH:3][CH:2]=1.[Al+3:10] |f:2.3.4.5|. Procedure: In a reactor was placed 19364 parts (206 moles) of phenol. The reactor was flushed with nitrogen and while stirring 114 parts (1 moles) of triethyl aluminum were added. The reactor was sealed and the mixture was reacted for 30 minutes to form aluminum triphenoxide. Then heat was applied while pumping isobutylene into the reactor. As the reaction became exothermic cooling was applied to hold the temperature in the range of 115°-125° C. Total isobutylene feed was 24282 parts over a 45 minute perio... The reactants are BrC1=C(C2=C(O1)C(=C(C=C2)OC)OC(C)=O)C(C2=CC(=C(C(=C2)OC)OC)OC)=O (2-bromo-7-acetoxy-3-(3,4,5-trimethoxybenzoyl)-6-methoxy-benzo[b]furan), N1C=NC=C1 (imidazole). The reagents and catalysts are C(C)N(CC)CC (triethylamine). The solvent is C1(=CC=CC=C1)C (toluene). Product: N1(C=NC=C1)C1=C(C2=C(O1)C(=C(C=C2)OC)O)C(C2=CC(=C(C(=C2)OC)OC)OC)=O (2-(N-imidazolyl)-7-hydroxy-3-(3,4,5-trimethoxybenzoyl)-6-methoxy-benzo[b]furan). RXN SMILES: Br[C:2]1[O:6][C:5]2[C:7]([O:13]C(=O)C)=[C:8]([O:11][CH3:12])[CH:9]=[CH:10][C:4]=2[C:3]=1[C:17](=[O:30])[C:18]1[CH:23]=[C:22]([O:24][CH3:25])[C:21]([O:26][CH3:27])=[C:20]([O:28][CH3:29])[CH:19]=1.[NH:31]1[CH:35]=[CH:34][N:33]=[CH:32]1>C1(C)C=CC=CC=1.C(N(CC)CC)C>[N:31]1([C:2]2[O:6][C:5]3[C:7]([OH:13])=[C:8]([O:11][CH3:12])[CH:9]=[CH:10][C:4]=3[C:3]=2[C:17](=[O:30])[C:18]2[CH:19]=[C:20]([O:28][CH3:29])[C:21]([O:26][CH3:27])=[C:22]([O:24][CH3:25])[CH:23]=2)[CH:35]=[CH:34][N:33]=[CH:32]1. Reported procedure: A mixture of 2-bromo-7-acetoxy-3-(3,4,5-trimethoxybenzoyl)-6-methoxy-benzo[b]furan (30 mg, 0.063 mmol) and imidazole (60 mg, 0.88 mmol) in a mixture of toluene:triethylamine (3 mL: 2 drops) was refluxed for 4 hours (tlc). Solvent was distilled under vacuum and the crude residue was purified by PTLC (eluent=ethyl-acetate: 1% triethylamine) to give the title compound as a yellow solid; (8 mg, 30%); 1H NMR (300 MHz, CDCl3) δ 8.24 (bs, 1H), 7.52 (b, 1H), 7.19 (b, 1H), 7.06 (s, 2H, benzoyl Hs), 6.99 ... The reactants are C(=O)(O)[O-].[Na+] (NaHCO3), C(C)N=C=O (ethylisocyanate), CCN(C(C)C)C(C)C (DIPEA), Cl.NC1CCC(CC1)N1N=C(C=2C=CC=3C=NC(=NC3C21)SC)C(=O)N (1-(4-aminocyclohexyl)-8-(methylsulfanyl)-1H-pyrazolo[4,3-h]quinazoline-3-carboxamide hydrochloride). Solvent: CN(C=O)C (dimethylformamide), C(C)(=O)OCC (ethyl acetate). Run at temperature 100 celsius, time 18 hour. The product is C(C)NC(=O)NC1CCC(CC1)N1N=C(C=2C=CC=3C=NC(=NC3C21)SC)C(=O)N (1-{4-[(ethylcarbamoyl)amino]cyclohexyl}-8-(methylsulfanyl)-1H-pyrazolo[4,3-h]quinazoline-3-carboxamide). Isolated yield 11.1%. As a reaction SMILES: Cl.[NH2:2][CH:3]1[CH2:8][CH2:7][CH:6]([N:9]2[C:21]3[C:20]4[N:19]=[C:18]([S:22][CH3:23])[N:17]=[CH:16][C:15]=4[CH:14]=[CH:13][C:12]=3[C:11]([C:24]([NH2:26])=[O:25])=[N:10]2)[CH2:5][CH2:4]1.[CH2:27]([N:29]=[C:30]=[O:31])[CH3:28].CCN(C(C)C)C(C)C.C([O-])(O)=O.[Na+]>CN(C)C=O.C(OCC)(=O)C>[CH2:27]([NH:29][C:30]([NH:2][CH:3]1[CH2:8][CH2:7][CH:6]([N:9]2[C:21]3[C:20]4[N:19]=[C:18]([S:22][CH3:23])[N:17]=[CH:16][C:15]=4[CH:14]=[CH:13][C:12]=3[C:11]([C:24]([NH2:26])=[O:25])=[N:10]2)[CH2:5][CH2:4]1)=[O:31])[CH3:28] |f:0.1,4.5|. Procedure: 30 mg (0.084 mmol) of 1-(4-aminocyclohexyl)-8-(methylsulfanyl)-1H-pyrazolo[4,3-h]quinazoline-3-carboxamide hydrochloride were dissolved in 2 ml of dimethylformamide. To the obtained solution 32 μl (0.42 mmol) of ethylisocyanate, 60 μl (0.336 mmol) of DIPEA, were added. The mixture was stirred at 100° C. for 18 hours, the solution was portioned between ethyl acetate and saturated aqueous solution of NaHCO3, and the organic layer was washed with brine, dried over Na2SO4 and evaporated under vacuum... Reactants: C1(CCCCC1)N=C=NC1CCCCC1 (dicyclohexylcarbodiimide), CCCCC(CC)CNCC(CC)CCCC (bis-2-ethylhexylamine). Solvent: C(C)(C)(C)O (t-butanol). Yields the product C(C)C(CN(C(=NC1CCCCC1)NC1CCCCC1)CC(CCCC)CC)CCCC (N, N-Bis(2-ethylhexyl) - N', N"-dicyclohexylguanidine). Reaction SMILES: [CH:1]1([N:7]=[C:8]=[N:9][CH:10]2[CH2:15][CH2:14][CH2:13][CH2:12][CH2:11]2)[CH2:6][CH2:5][CH2:4][CH2:3][CH2:2]1.[CH3:16][CH2:17][CH2:18][CH2:19][CH:20]([CH2:23][NH:24][CH2:25][CH:26]([CH2:29][CH2:30][CH2:31][CH3:32])[CH2:27][CH3:28])[CH2:21][CH3:22]>C(O)(C)(C)C>[CH2:27]([CH:26]([CH2:29][CH2:30][CH2:31][CH3:32])[CH2:25][N:24]([CH2:23][CH:20]([CH2:21][CH3:22])[CH2:19][CH2:18][CH2:17][CH3:16])[C:8]([NH:7][CH:1]1[CH2:2][CH2:3][CH2:4][CH2:5][CH2:6]1)=[N:9][CH:10]1[CH2:15][CH2:14][CH2:13][CH2:12][CH2:11]1)[CH3:28]. Procedure details: 41.3 Gm. (0.2 mole) of dicyclohexylcarbodiimide, 72.4 gm. (0.3 mole) of bis-2-ethylhexylamine, and 200 ml. of t-butanol were refluxed for 7 hours. The t-butanol was distilled off at atmospheric pressure and the residue stripped to a temperature of 180° C. at 0.08-0.09 mm Hg. The residue weighed 60.8 gm. and was 90% pure by NMR with a trace of amine and approximately 5% dicyclohexylcarbodiimide. Starting materials: C1CCOC1, ClCCl, Cl, [Na+], O=C([O-])O, Fc1cccc(Cn2ncc3cc(Nc4ncnn5ccc(CN6CCC7(CC6)OCCO7)c45)ccc32)c1. The product is O=C1CCN(Cc2ccn3ncnc(Nc4ccc5c(cnn5Cc5cccc(F)c5)c4)c23)CC1. Reaction SMILES: [CH2:44]1[O:45][CH2:46][CH2:47][CH2:48]1.[Cl:50][CH2:51][Cl:52].[ClH:49].[Na+:43].[O-:39][C:40]([OH:41])=[O:42].[O:1]1[CH2:3][CH2:2][O:4][C:5]12[CH2:6][CH2:7][N:8]([CH2:11][c:12]1[cH:13][cH:14][n:15]3[n:16][cH:17][n:18][c:19]([NH:21][c:22]4[cH:23][c:24]5[cH:25][n:26][n:27]([CH2:31][c:32]6[cH:33][c:34]([F:38])[cH:35][cH:36][cH:37]6)[c:28]5[cH:29][cH:30]4)[c:20]13)[CH2:9][CH2:10]2>>[O:4]=[C:5]1[CH2:6][CH2:7][N:8]([CH2:11][c:12]2[cH:13][cH:14][n:15]3[n:16][cH:17][n:18][c:19]([NH:21][c:22]4[cH:23][c:24]5[cH:25][n:26][n:27]([CH2:31][c:32]6[cH:33][c:34]([F:38])[cH:35][cH:36][cH:37]6)[c:28]5[cH:29][cH:30]4)[c:20]23)[CH2:9][CH2:10]1. Reactants: [Al+3], C1CCOC1, CC(C)=O, [H-], [H-], [H-], [H-], [Li+], [Mg+2], O=S(=O)([O-])[O-], COC(=O)c1ccc2ncccc2c1. Yields the product OCc1ccc2ncccc2c1. RXN SMILES: [Al+3:16].[CH2:31]1[O:32][CH2:33][CH2:34][CH2:35]1.[CH3:21][C:22](=[O:23])[CH3:24].[H-:15].[H-:18].[H-:19].[H-:20].[Li+:17].[Mg+2:25].[O-:26][S:27]([O-:28])(=[O:29])=[O:30].[n:1]1[cH:2][cH:3][cH:4][c:5]2[cH:6][c:7]([C:11](=[O:12])[O:13][CH3:14])[cH:8][cH:9][c:10]12>>[n:1]1[cH:2][cH:3][cH:4][c:5]2[cH:6][c:7]([CH2:11][OH:12])[cH:8][cH:9][c:10]12. Reactants: C(C)C(C([O-])([O-])[O-])(CC)CC (triethylorthoacetate), Heterocyclic, N(C1=CC=CC=C1)C=C(C(=O)OCC)[N+](=O)[O-] (ethyl 3-anilino-2-nitro-acrylate). Product: diethylether˜0, CC=1N(C=C(N1)C(=O)OCC)C1=CC=CC=C1 (ethyl 2-methyl-1-phenyl-1H-imidazole-4-carboxylate). RXN SMILES: [NH:1]([CH:8]=[C:9]([N+:15]([O-])=O)[C:10]([O:12][CH2:13][CH3:14])=[O:11])[C:2]1[CH:7]=[CH:6][CH:5]=[CH:4][CH:3]=1.[CH2:18](C(CC)(CC)C([O-])([O-])[O-])[CH3:19]>>[CH3:18][C:19]1[N:1]([C:2]2[CH:7]=[CH:6][CH:5]=[CH:4][CH:3]=2)[CH:8]=[C:9]([C:10]([O:12][CH2:13][CH3:14])=[O:11])[N:15]=1. Reported procedure: Part A: Ethyl 2-methyl-1-phenyl-1H-imidazole-4-carboxylate (4.8 gram, 21% yield) was prepared according to the procedure described (in J. Heterocyclic Chem. 1987, 24, 1757-1763) from ethyl 3-anilino-2-nitro-acrylate (23.6 gram, 0.01 mol) and triethylorthoacetate (150 ml). The initially formed crude product was purified by flash chromatography (eluent: diethyl ether). Rf (diethylether˜0.15) to give pure ethyl 2-methyl-1-phenyl-1H-imidazole-4-carboxylate as an oil.